Dataset: the Open Reaction Database (ORD), a public repository of structured organic reaction records. Task: describe an organic reaction: reactants, conditions, products, and yield The yield is 58.9%. Starting materials: COB(OC)OC (Trimethylborate), [Li]CCCC (n-BuLi), CCCCCC (hexane), BrC=1C=CC=2N(C3=CC=CC=C3C2C1)C1=CC=CC2=C1SC1=C2C=CC=C1 (3-bromo-9-(diberizo[b,d]thiophen-4-yl)-9H-carbazole), Cl (HCl). Procedure details: An excess of 1.6M n-BuLi in hexane (14 mL, 22.3 mmol) was added to a solution of 3-bromo-9-(diberizo[b,d]thiophen-4-yl)-9H-carbazole (8.7 g, 20.3 mmol) in 100 ml dry tetrahydrofuran at −78° C. under N2. The reaction mixture was then maintained at 0° C. for 1 h before cooling to −78° C. Trimethylborate (2.8 g, 26.4 mmol) was added dropwise; the solution was then warmed slowly to room temperature and stirred for 24 h. 2N HCl (50 ml) was added and then the mixture was stirred for a further 1 h. The... Run at temperature 0 celsius, time 24 hour. Reaction SMILES: [Li]CCCC.CCCCCC.Br[C:13]1[CH:14]=[CH:15][C:16]2[N:17]([C:26]3[C:31]4[S:32][C:33]5[CH:38]=[CH:37][CH:36]=[CH:35][C:34]=5[C:30]=4[CH:29]=[CH:28][CH:27]=3)[C:18]3[C:23]([C:24]=2[CH:25]=1)=[CH:22][CH:21]=[CH:20][CH:19]=3.C[O:40][B:41](OC)[O:42]C.Cl>O1CCCC1>[CH:29]1[C:30]2[C:34]3[CH:35]=[CH:36][CH:37]=[CH:38][C:33]=3[S:32][C:31]=2[C:26]([N:17]2[C:16]3[CH:15]=[CH:14][C:13]([B:41]([OH:42])[OH:40])=[CH:25][C:24]=3[C:23]3[C:18]2=[CH:19][CH:20]=[CH:21][CH:22]=3)=[CH:27][CH:28]=1. Run in O1CCCC1 (tetrahydrofuran). Yields the product C1=CC=C(C=2SC3=C(C21)C=CC=C3)N3C2=CC=CC=C2C=2C=C(C=CC32)B(O)O (9-(dibenzo[b,d]thiophen-4-yl)-9H-carbazol-3-ylboronic acid). Reactants: FC1=CC(=C(OC=2C(=NC(=CC2)Cl)OCC(=O)OC)C=C1N1C(N(C(=CC1=O)C(F)(F)F)C)=O)[N+](=O)[O-] (3-{4-fluoro-5-[3-methyl-2,6-dioxo-4-(trifluoromethyl)--1,2,3,6-tetrahydropyrimidin-1-yl]-2-nitrophenoxy}-6-chloro-2-(methoxycarbonyl)methoxypyridine), O (water). The reagents and catalysts are [Fe] (iron). Solvent: C(C)(=O)O (acetic acid), C(C)(=O)O (acetic acid). Run at temperature 35 celsius, time 2 hour. Yields the product NC1=C(OC=2C(=NC(=CC2)Cl)OCC(=O)OC)C=C(C(=C1)F)N1C(N(C(=CC1=O)C(F)(F)F)C)=O (3-{2-amino-4-fluoro-5-[3-methyl-2,6-dioxo-4-(trifluoromethyl)-1,2,3,6-tetrahydropyrimidin-1-yl]phenoxy}-6-chloro-2-(methoxycarbonyl)methoxypyridine). RXN SMILES: O.[F:2][C:3]1[C:22]([N:23]2[C:28](=[O:29])[CH:27]=[C:26]([C:30]([F:33])([F:32])[F:31])[N:25]([CH3:34])[C:24]2=[O:35])=[CH:21][C:6]([O:7][C:8]2[C:9]([O:15][CH2:16][C:17]([O:19][CH3:20])=[O:18])=[N:10][C:11]([Cl:14])=[CH:12][CH:13]=2)=[C:5]([N+:36]([O-])=O)[CH:4]=1>C(O)(=O)C.[Fe]>[NH2:36][C:5]1[CH:4]=[C:3]([F:2])[C:22]([N:23]2[C:28](=[O:29])[CH:27]=[C:26]([C:30]([F:31])([F:33])[F:32])[N:25]([CH3:34])[C:24]2=[O:35])=[CH:21][C:6]=1[O:7][C:8]1[C:9]([O:15][CH2:16][C:17]([O:19][CH3:20])=[O:18])=[N:10][C:11]([Cl:14])=[CH:12][CH:13]=1. Reported procedure: To a mixture of an iron powder, acetic acid and water is added a solution of 3-{4-fluoro-5-[3-methyl-2,6-dioxo-4-(trifluoromethyl)--1,2,3,6-tetrahydropyrimidin-1-yl]-2-nitrophenoxy}-6-chloro-2-(methoxycarbonyl)methoxypyridine in acetic acid dropwise while maintaining the temperature of the reaction solution at 35° C. or lower. After completion of the addition, the mixture is stirred for 2 hours, then, the reaction solution is filtrated through Celite, and diluted with ethyl acetate. The mixture ... Reactants: COCCOc1cc(Oc2ccc(S(C)(=O)=O)cc2)cnc1[N+](=O)[O-], CC(=O)O, O, [Zn]. Reaction SMILES: [CH3:1][S:2](=[O:3])(=[O:4])[c:5]1[cH:6][cH:7][c:8]([O:9][c:10]2[cH:11][c:12]([O:19][CH2:20][CH2:21][O:22][CH3:23])[c:13]([N+:16]([O-:17])=[O:18])[n:14][cH:15]2)[cH:24][cH:25]1.[CH3:27][C:28](=[O:29])[OH:30].[OH2:26].[Zn:31]>>[CH3:1][S:2](=[O:3])(=[O:4])[c:5]1[cH:6][cH:7][c:8]([O:9][c:10]2[cH:11][c:12]([O:19][CH2:20][CH2:21][O:22][CH3:23])[c:13]([NH2:16])[n:14][cH:15]2)[cH:24][cH:25]1. Product: COCCOc1cc(Oc2ccc(S(C)(=O)=O)cc2)cnc1N. Starting materials: CCOC(=O)C1CCc2c([nH]c3ccc(Cl)cc23)C1, CC(=O)OC(C)=O, ClC(Cl)Cl, O=S(=O)(O)O. Yields the product CCOC(=O)C1CCc2c(n(C(C)=O)c3ccc(Cl)cc23)C1. Reaction SMILES: [CH2:1]([CH3:2])[O:3][C:4](=[O:5])[CH:6]1[CH2:7][c:8]2[nH:9][c:10]3[cH:11][cH:12][c:13]([Cl:19])[cH:14][c:15]3[c:16]2[CH2:17][CH2:18]1.[CH3:20][C:21](=[O:22])[O:23][C:24](=[O:25])[CH3:26].[CH:32]([Cl:33])([Cl:34])[Cl:35].[S:27](=[O:28])(=[O:29])([OH:30])[OH:31]>>[CH2:1]([CH3:2])[O:3][C:4](=[O:5])[CH:6]1[CH2:7][c:8]2[n:9]([C:21]([CH3:20])=[O:22])[c:10]3[cH:11][cH:12][c:13]([Cl:19])[cH:14][c:15]3[c:16]2[CH2:17][CH2:18]1. Reactants: S(=O)(Cl)Cl (thionyl chloride), N1=CC=CC=C1 (pyridine), C12(CC3CC(CC(C1)C3)C2)CC=2NC(=CC2C(=O)O)C2=CC=CC=C2 (2-Adamantan-1-ylmethyl-5-phenyl-1H-pyrrole-3-carboxylic Acid), C(C1=CC=CC=C1)OC(C1=CC(C(=O)OCC2=CC=CC=C2)=CC(=C1)N)=O (5-Amino-isophthalic acid dibenzyl ester). The reagents and catalysts are CN(C)C=O (DMF). Solvent: C(Cl)Cl (DCM), C(Cl)Cl (DCM). Run at time 30 minute. Yields the product C(C1=CC=CC=C1)OC(C1=CC(C(=O)OCC2=CC=CC=C2)=CC(=C1)NC(=O)C1=C(NC(=C1)C1=CC=CC=C1)CC12CC3CC(CC(C1)C3)C2)=O (5-[(2-Adamantan-1-ylmethyl-5-phenyl-1H-pyrrole-3-carbonyl)-amino]-isophthalic Acid Dibenzyl Ester). Yield: 45.0%. As a reaction SMILES: [C:1]12([CH2:11][C:12]3[NH:13][C:14]([C:20]4[CH:25]=[CH:24][CH:23]=[CH:22][CH:21]=4)=[CH:15][C:16]=3[C:17](O)=[O:18])[CH2:10][CH:5]3[CH2:6][CH:7]([CH2:9][CH:3]([CH2:4]3)[CH2:2]1)[CH2:8]2.S(Cl)(Cl)=O.[CH2:30]([O:37][C:38](=[O:56])[C:39]1[CH:54]=[C:53]([NH2:55])[CH:52]=[C:41]([C:42]([O:44][CH2:45][C:46]2[CH:51]=[CH:50][CH:49]=[CH:48][CH:47]=2)=[O:43])[CH:40]=1)[C:31]1[CH:36]=[CH:35][CH:34]=[CH:33][CH:32]=1.N1C=CC=CC=1>C(Cl)Cl.CN(C=O)C>[CH2:45]([O:44][C:42](=[O:43])[C:41]1[CH:52]=[C:53]([NH:55][C:17]([C:16]2[CH:15]=[C:14]([C:20]3[CH:25]=[CH:24][CH:23]=[CH:22][CH:21]=3)[NH:13][C:12]=2[CH2:11][C:1]23[CH2:10][CH:5]4[CH2:6][CH:7]([CH2:9][CH:3]([CH2:4]4)[CH2:2]2)[CH2:8]3)=[O:18])[CH:54]=[C:39]([C:38]([O:37][CH2:30][C:31]2[CH:36]=[CH:35][CH:34]=[CH:33][CH:32]=2)=[O:56])[CH:40]=1)[C:46]1[CH:51]=[CH:50][CH:49]=[CH:48][CH:47]=1. Reported procedure: To a suspension of the product of step c above (290 mg, 0.91 mmol) in DCM (5 ml) was added thionyl chloride (200 μl, 2.74 mmol) and one drop of DMF. The mixture was stirred at room temperature for 30 min, the solvent was evaporated and the residue was coevaporated with DCM (2×5 ml). 5-Amino-isophthalic acid dibenzyl ester (361 mg, 1.00 mmol) was added to the residue followed by anhydrous pyridine (2 ml). The solution was kept at room temperature for 16 h and diluted with DCM (30 ml). The organic... Reaction SMILES: [CH2:2]([Al+:3][CH2:4][CH:5]([CH3:6])[CH3:7])[CH:8]([CH3:9])[CH3:10].[CH3:11][O:12][c:13]1[cH:14][c:15]([CH2:21][C:22](=[O:23])[OH:24])[cH:16][c:17]([O:19][CH3:20])[cH:18]1.[CH3:33][c:34]1[cH:35][cH:36][cH:37][cH:38][cH:39]1.[H-:1].[Na+:26].[Na+:27].[O-:28][S:29](=[O:30])(=[O:31])[O-:32].[OH2:25]>>[CH3:11][O:12][c:13]1[cH:14][c:15]([CH2:21][CH2:22][OH:23])[cH:16][c:17]([O:19][CH3:20])[cH:18]1. The reactants are CC(C)C[Al+]CC(C)C, COc1cc(CC(=O)O)cc(OC)c1, Cc1ccccc1, [H-], [Na+], [Na+], O=S(=O)([O-])[O-], O. Yields the product COc1cc(CCO)cc(OC)c1. Reactants: CO, Cc1cc([N+](=O)[O-])cc2cc[nH]c12. Yields the product Cc1cc(N)cc2cc[nH]c12. RXN SMILES: [CH3:14][OH:15].[CH3:1][c:2]1[cH:3][c:4]([N+:11]([O-:12])=[O:13])[cH:5][c:6]2[cH:7][cH:8][nH:9][c:10]12>>[CH3:1][c:2]1[cH:3][c:4]([NH2:11])[cH:5][c:6]2[cH:7][cH:8][nH:9][c:10]12. Starting materials: CN(C)C=O, CCOCC, [H-], COCOc1cc(OC)c(OCOC)c(CCCI)c1OC, [Na+], C1CCOC1, O, COCOc1cc(OC)c(OCOC)c(CCO)c1OC. Product: COCOc1cc(OC)c(OCOC)c(CCCOCCc2c(OC)c(OCOC)cc(OC)c2OCOC)c1OC. RXN SMILES: [CH3:51][N:52]([CH3:53])[CH:54]=[O:55].[CH3:56][CH2:57][O:58][CH2:59][CH3:60].[H-:22].[I:29][CH2:30][CH2:31][CH2:32][c:33]1[c:34]([O:49][CH3:50])[c:35]([O:45][CH2:46][O:47][CH3:48])[cH:36][c:37]([O:43][CH3:44])[c:38]1[O:39][CH2:40][O:41][CH3:42].[Na+:23].[O:24]1[CH2:25][CH2:26][CH2:27][CH2:28]1.[OH2:61].[OH:1][CH2:2][CH2:3][c:4]1[c:5]([O:20][CH3:21])[c:6]([O:16][CH2:17][O:18][CH3:19])[cH:7][c:8]([O:14][CH3:15])[c:9]1[O:10][CH2:11][O:12][CH3:13]>>[O:1]([CH2:2][CH2:3][c:4]1[c:5]([O:20][CH3:21])[c:6]([O:16][CH2:17][O:18][CH3:19])[cH:7][c:8]([O:14][CH3:15])[c:9]1[O:10][CH2:11][O:12][CH3:13])[CH2:30][CH2:31][CH2:32][c:33]1[c:34]([O:49][CH3:50])[c:35]([O:45][CH2:46][O:47][CH3:48])[cH:36][c:37]([O:43][CH3:44])[c:38]1[O:39][CH2:40][O:41][CH3:42]. The product is CN(C)CCCS(=O)(=O)N1CCC(c2n[nH]c3c(C(N)=O)cc(-c4cccs4)cc23)CC1. As a reaction SMILES: [CH3:39][NH:40][CH3:41].[Cl:1][CH2:2][CH2:3][CH2:4][S:5](=[O:6])(=[O:7])[N:8]1[CH2:9][CH2:10][CH:11]([c:14]2[n:15][nH:16][c:17]3[c:18]([C:28](=[O:29])[NH2:30])[cH:19][c:20](-[c:23]4[s:24][cH:25][cH:26][cH:27]4)[cH:21][c:22]23)[CH2:12][CH2:13]1.[I-:38].[K+:31].[K+:32].[Na+:37].[O-:33][C:34]([O-:35])=[O:36].[O:42]=[CH:43][N:44]([CH3:45])[CH3:46]>>[CH2:2]([CH2:3][CH2:4][S:5](=[O:6])(=[O:7])[N:8]1[CH2:9][CH2:10][CH:11]([c:14]2[n:15][nH:16][c:17]3[c:18]([C:28](=[O:29])[NH2:30])[cH:19][c:20](-[c:23]4[s:24][cH:25][cH:26][cH:27]4)[cH:21][c:22]23)[CH2:12][CH2:13]1)[N:40]([CH3:39])[CH3:41]. The reactants are CNC, NC(=O)c1cc(-c2cccs2)cc2c(C3CCN(S(=O)(=O)CCCCl)CC3)n[nH]c12, [I-], [K+], [K+], [Na+], O=C([O-])[O-], CN(C)C=O.